From a dataset of the Open Reaction Database (ORD), a public repository of structured organic reaction records. describe an organic reaction: reactants, conditions, products, and yield Reactants: ClC=1C=C(C(=O)N[C@H]2[C@@H](CCC3=CC=C(C=C23)[N+](=O)[O-])OC(C)=O)C=CC1Cl ((±)-trans-1-(3,4-dichlorobenzamido)-2-acetoxy-7-nitrotetraline), SnCl2H2O, SnCl2—2H2O. Run in CN(C)C=O (DMF). Reaction conditions: time 4 hour. Yields the product ClC=1C=C(C(=O)N[C@H]2[C@@H](CCC3=CC=C(C=C23)N)OC(C)=O)C=CC1Cl ((±)-trans-1-(3,4-dichlorobenzamido)-2-acetoxy-7-aminotetraline). Isolated yield 107.6%. RXN SMILES: [Cl:1][C:2]1[CH:3]=[C:4]([CH:25]=[CH:26][C:27]=1[Cl:28])[C:5]([NH:7][C@@H:8]1[C:17]2[C:12](=[CH:13][CH:14]=[C:15]([N+:18]([O-])=O)[CH:16]=2)[CH2:11][CH2:10][C@H:9]1[O:21][C:22](=[O:24])[CH3:23])=[O:6]>CN(C=O)C>[Cl:1][C:2]1[CH:3]=[C:4]([CH:25]=[CH:26][C:27]=1[Cl:28])[C:5]([NH:7][C@@H:8]1[C:17]2[C:12](=[CH:13][CH:14]=[C:15]([NH2:18])[CH:16]=2)[CH2:11][CH2:10][C@H:9]1[O:21][C:22](=[O:24])[CH3:23])=[O:6]. Procedure details: A solution of 114 (1.9 g) in DMF (100 mL) was treated with SnCl2H2O (4 g). After 4 h, additional SnCl2—2H2O (1 g) was added three times over three days. The solvent was then evaporated, the residue suspended in H2O-EtOAc, the mixture neutralized with 5N NaOH, and the mixture filtered. The organics were separated, washed with brine, dried, and the solvent evaporated to give a brown foam (1.9 g). The reactants are COC=1C=NC=CC1C1CCC(CC1)N1CC(C1)NC(=O)CNC(C1=CC(=CC=C1)C(F)(F)F)=O (N-({1-[4-(3-Methoxy-pyridin-4-yl)-cyclohexyl]-azetidin-3-ylcarbamoyl}-methyl)-3-trifluoromethyl-benzamide), B(Br)(Br)Br (boron tribromide). The solvent is ClCCl (dichloromethane), ClCCl (dichloromethane). Run at time 24 hour. Yields the product OC=1C=NC=CC1C1CCC(CC1)N1CC(C1)NC(=O)CNC(C1=CC(=CC=C1)C(F)(F)F)=O (N-({1-[4-(3-Hydroxy-pyridin-4-yl)-cyclohexyl]-azetidin-3-ylcarbamoyl}-methyl)-3-trifluoromethyl-benzamide). Reaction SMILES: C[O:2][C:3]1[CH:4]=[N:5][CH:6]=[CH:7][C:8]=1[CH:9]1[CH2:14][CH2:13][CH:12]([N:15]2[CH2:18][CH:17]([NH:19][C:20]([CH2:22][NH:23][C:24](=[O:35])[C:25]3[CH:30]=[CH:29][CH:28]=[C:27]([C:31]([F:34])([F:33])[F:32])[CH:26]=3)=[O:21])[CH2:16]2)[CH2:11][CH2:10]1.B(Br)(Br)Br>ClCCl>[OH:2][C:3]1[CH:4]=[N:5][CH:6]=[CH:7][C:8]=1[CH:9]1[CH2:10][CH2:11][CH:12]([N:15]2[CH2:18][CH:17]([NH:19][C:20]([CH2:22][NH:23][C:24](=[O:35])[C:25]3[CH:30]=[CH:29][CH:28]=[C:27]([C:31]([F:34])([F:33])[F:32])[CH:26]=3)=[O:21])[CH2:16]2)[CH2:13][CH2:14]1. Procedure details: N-({1-[4-(3-Methoxy-pyridin-4-yl)-cyclohexyl]-azetidin-3-ylcarbamoyl}-methyl)-3-trifluoromethyl-benzamide (0.101 g, 0.206 mmol, as prepared in Example 8) was dissolved in anhydrous dichloromethane (10 mL) under Ar, treated with 0.83 N boron tribromide in dichloromethane (Aldrich, 2.00 mL, 1.66 mmol), and stirred at ambient temperature for 24 h. After quenching with saturated aqueous NaHCO3, the reaction was stirred at ambient temperature for 30 mins and extracted thrice with 3:1 EtOAc/2-propanol... Reactants: ClCCl.CO.N (dichloromethane methanol ammonia), NC=1C=C2C=CN(C2=CC1)CCN1CCCC1 (5-amino-1-(2-pyrrolidin-1-ylethyl)-1H-indole). Run in C1CCOC1 (THF), ClC1=C(C=CC(=C1)Cl)C#CC(=O)O ((2,4-dichlorophenyl)propynoic acid). Yields the product N1(CCCC1)CCN1C=CC2=CC(=CC=C12)NC(C#CC1=CC=C(C=C1)Cl)=O (3-(4-chlorophenyl)propynoic acid-[1-(2-pyrrolidin-1-ylethyl)-1H-indol-5-yl]amide). As a reaction SMILES: Cl[CH2:2][Cl:3].[CH3:4][OH:5].N.[NH2:7][C:8]1[CH:9]=[C:10]2[C:14](=[CH:15][CH:16]=1)[N:13]([CH2:17][CH2:18][N:19]1[CH2:23][CH2:22][CH2:21][CH2:20]1)[CH:12]=[CH:11]2>ClC1C=C(Cl)C=CC=1C#CC(O)=O.C1COCC1>[N:19]1([CH2:18][CH2:17][N:13]2[C:14]3[C:10](=[CH:9][C:8]([NH:7][C:4](=[O:5])[C:15]#[C:14][C:10]4[CH:11]=[CH:12][C:2]([Cl:3])=[CH:8][CH:9]=4)=[CH:16][CH:15]=3)[CH:11]=[CH:12]2)[CH2:23][CH2:22][CH2:21][CH2:20]1 |f:0.1.2|. Procedure details: Prepared analogously to Example 3.1.e. from 5-amino-1-(2-pyrrolidin-1-ylethyl)-1H-indole and (2,4-dichlorophenyl)propynoic acid in THF as solvent. Yield: 133 mg (31.2% of theory); C23H21Cl2N3O (M=426.34); melting point: 127° C.-129° C.; calc.: molecular ion peak (M+H)+: 426/428/430; found: molecular ion peak (M+H)+: 426/428/430; Rf value: 0.4 (silica gel, dichloromethane/methanol/ammonia (90:10:1)). Reactants: [OH-].[K+] (potassium hydroxide), CN(C1=CC=C(C=C1)C(=O)C1=C(C(=O)O)C=C(C=C1)N(C)C)C (2-(4-dimethylaminophenyl)carbonyl-5-dimethylaminobenzoic acid), C(C)(=O)OC(C)=O (acetic anhydride), [OH-].[NH4+] (ammonium hydroxide), [OH-].[K+] (potassium hydroxide), N1CCCCC1 (piperidine). Run in C1(=CC=CC=C1)C (toluene), CO (methyl alcohol). The product is COC1(OC(=O)C2=CC(=CC=C12)N(C)C)C1=CC=C(C=C1)N(C)C (3-methoxy-3-(4-dimethylaminophenyl)-6-dimethylaminophthalide). RXN SMILES: [CH3:1][N:2]([CH3:23])[C:3]1[CH:8]=[CH:7][C:6]([C:9]([C:11]2[CH:19]=[CH:18][C:17]([N:20]([CH3:22])[CH3:21])=[CH:16][C:12]=2[C:13]([OH:15])=[O:14])=[O:10])=[CH:5][CH:4]=1.[C:24](OC(=O)C)(=O)C.N1CCCCC1.[OH-].[K+].[OH-].[NH4+]>C1(C)C=CC=CC=1.CO>[CH3:24][O:10][C:9]1([C:6]2[CH:5]=[CH:4][C:3]([N:2]([CH3:23])[CH3:1])=[CH:8][CH:7]=2)[C:11]2[C:12](=[CH:16][C:17]([N:20]([CH3:22])[CH3:21])=[CH:18][CH:19]=2)[C:13](=[O:15])[O:14]1 |f:3.4,5.6|. Procedure: A mixture of 6.3 g of 2-(4-dimethylaminophenyl)carbonyl-5-dimethylaminobenzoic acid and 150.0 ml of acetic anhydride was stirred for approximately fifteen minutes at ambient temperature. Slowly, 10.0 ml of piperidine and 10.0 ml of methyl alcohol were added to the mixture. Two grams of potassium hydroxide was added to complete the solution. The temperature rose to 55° C. with the addition of the potassium hydroxide. The resulting solution was allowed to stir overnight with gradual return to ambi... Isolated yield 80.0%. RXN SMILES: CC(=NO)C(C)=NO.[BH4-].[Na+].[CH3:11][C:12]1([CH2:18][O:19][C:20]2[CH:33]=[CH:32][C:23]([CH:24]=[C:25]3[S:29][C:28](=[O:30])[NH:27][C:26]3=[O:31])=[CH:22][CH:21]=2)[CH2:17][CH2:16][CH2:15][CH2:14][CH2:13]1.C(O)(=O)C>O.[OH-].[Na+].C1COCC1.CN(C=O)C>[CH3:11][C:12]1([CH2:18][O:19][C:20]2[CH:33]=[CH:32][C:23]([CH2:24][CH:25]3[S:29][C:28](=[O:30])[NH:27][C:26]3=[O:31])=[CH:22][CH:21]=2)[CH2:13][CH2:14][CH2:15][CH2:16][CH2:17]1 |f:1.2,6.7,8.9|. The reactants are CoCl2.6H2O, CC(C(=NO)C)=NO (dimethylglyoxime), [BH4-].[Na+] (NaBH4), CC1(CCCCC1)COC1=CC=C(C=C2C(NC(S2)=O)=O)C=C1 (5-(4-((1-methylcyclohexyl)methoxy)benzylidene)thiazolidine-2,4-dione), C(C)(=O)O (acetic acid). Product: CC1(CCCCC1)COC1=CC=C(CC2C(NC(S2)=O)=O)C=C1 (5-(4-((1-methylcyclohexyl)methoxy)benzyl)thiazolidine-2,4-dione), solid. Conditions: temperature 0 celsius, time 20 minute. The reagents and catalysts are [OH-].[Na+] (NaOH). The solvent is O (water), O (water), C1CCOC1.CN(C)C=O (THF DMF). Procedure details: To the suspension containing CoCl2.6H2O (4.5 mg, 0.016 mmol) and dimethylglyoxime (70.1 mg, 0.6 mmol) in 10 ml of water, 4 drops of 1.0N NaOH and NaBH4 (384.6 mg, 10 mmol) were subsequently added. The mixture was cooled to 0° C., and 5-(4-((1-methylcyclohexyl)methoxy)benzylidene)thiazolidine-2,4-dione (1 g, 3.0 mmol) in 15 ml of THF-DMF (2:1) was then added thereto over 20 minutes. The mixture was stirred at room temperature for 18 hours, to which acetic acid was then added until the pH thereof ...